This data is from the Open Reaction Database (ORD), a public repository of structured organic reaction records. The task is: describe an organic reaction: reactants, conditions, products, and yield The reactants are Cc1ccc(C)c(N2CCN(C(=O)C3CNC(=O)N3c3ccccc3)CC2)c1, O=S(=O)(Cl)CCC(F)(F)F, [H-], [Na+]. Yields the product Cc1ccc(C)c(N2CCN(C(=O)C3CN(S(=O)(=O)CCC(F)(F)F)C(=O)N3c3ccccc3)CC2)c1. RXN SMILES: [CH3:1][c:2]1[c:3]([N:9]2[CH2:10][CH2:11][N:12]([C:15](=[O:16])[CH:17]3[CH2:18][NH:19][C:20](=[O:28])[N:21]3[c:22]3[cH:23][cH:24][cH:25][cH:26][cH:27]3)[CH2:13][CH2:14]2)[cH:4][c:5]([CH3:8])[cH:6][cH:7]1.[F:31][C:32]([CH2:33][CH2:34][S:35](=[O:36])(=[O:37])[Cl:38])([F:39])[F:40].[H-:29].[Na+:30]>>[CH3:1][c:2]1[c:3]([N:9]2[CH2:10][CH2:11][N:12]([C:15](=[O:16])[CH:17]3[CH2:18][N:19]([S:35]([CH2:34][CH2:33][C:32]([F:31])([F:39])[F:40])(=[O:36])=[O:37])[C:20](=[O:28])[N:21]3[c:22]3[cH:23][cH:24][cH:25][cH:26][cH:27]3)[CH2:13][CH2:14]2)[cH:4][c:5]([CH3:8])[cH:6][cH:7]1.